From a dataset of the Open Reaction Database (ORD), a public repository of structured organic reaction records. describe an organic reaction: reactants, conditions, products, and yield Starting materials: IC1=CC(=CC(=C1)I)I (1,3,5-triiodobenzene), C(CCC)[Li] (n-butyllithium), CN(C=O)C (N,N-dimethylformamide). The solvent is C(C)(=O)OCC (ethyl acetate), CCOCC (ether). Reaction conditions: time 15 minute. The product is IC=1C=C(C=O)C=C(C1)I (3,5-Diiodobenzaldehyde). RXN SMILES: I[C:2]1[CH:7]=[C:6]([I:8])[CH:5]=[C:4]([I:9])[CH:3]=1.C([Li])CCC.CN(C)[CH:17]=[O:18]>CCOCC.C(OCC)(=O)C>[I:9][C:4]1[CH:3]=[C:2]([CH:7]=[C:6]([I:8])[CH:5]=1)[CH:17]=[O:18]. Procedure details: To a slurry of 1,3,5-triiodobenzene (7.5 G, 16.4 mM) in 72 mL of ether at -78° was added n-butyllithium 7.2 mL; 18 mM). After 15 minutes of stirring, 2.8 mL (36 mM) of N,N-dimethylformamide was added dropwise and the reaction mixture was stirred overnight. After diluting with 100 mL of ethyl acetate, the reaction mixture was washed with 3×50 mL of saturated sodium chloride solution, and dried over anhydrous magnesium sulfate. Solvent removal gave a crude product, which was chromatographed on sil... Reactants: COC1=CC=C(C=C1)C#CC1=CC=C(C=C1)C1(CCC(CC1)CCCCC)O (4-methoxy-4'-(1-hydroxy-4-pentylcyclohexyl)-tolan), BrC1=CC=C(C=C1)C#CC1=CC=C(C=C1)OC (4-bromo-4'-methoxytolan), C(CCCC)C1CCC(CC1)=O (4-pentylcyclohexanone), C1(=CC=C(C=C1)S(=O)(=O)O)C (p-toluenesulfonic acid). Run in C1(=CC=CC=C1)C (toluene), O (water). Product: COC1=CC=C(C=C1)C#CC1=CC=C(C=C1)C1=CCC(CC1)CCCCC (1-(4-methoxyphenyl)-2-[4-(4-pentylcyclohexen-1-yl)-phenyl]-acetylene). Reaction SMILES: [CH3:1][O:2][C:3]1[CH:8]=[CH:7][C:6]([C:9]#[C:10][C:11]2[CH:16]=[CH:15][C:14]([C:17]3(O)[CH2:22][CH2:21][CH:20]([CH2:23][CH2:24][CH2:25][CH2:26][CH3:27])[CH2:19][CH2:18]3)=[CH:13][CH:12]=2)=[CH:5][CH:4]=1.BrC1C=CC(C#CC2C=CC(OC)=CC=2)=CC=1.C(C1CCC(=O)CC1)CCCC.C1(C)C=CC(S(O)(=O)=O)=CC=1>C1(C)C=CC=CC=1.O>[CH3:1][O:2][C:3]1[CH:4]=[CH:5][C:6]([C:9]#[C:10][C:11]2[CH:12]=[CH:13][C:14]([C:17]3[CH2:22][CH2:21][CH:20]([CH2:23][CH2:24][CH2:25][CH2:26][CH3:27])[CH2:19][CH:18]=3)=[CH:15][CH:16]=2)=[CH:7][CH:8]=1. Procedure details: 0.2 mol of 4-methoxy-4'-(1-hydroxy-4-pentylcyclohexyl)-tolan (prepared by reaction of a Grignard compound of 4-bromo-4'-methoxytolan with 4-pentylcyclohexanone) is heated in 400 ml of toluene and with 1 g of p-toluenesulfonic acid for 1 hour using a water separator. The reaction mixture is washed, dried and evaporated. Customary working up gives 1-(4-methoxyphenyl)-2-[4-(4-pentylcyclohexen-1-yl)-phenyl]-acetylene. The reactants are C(=C)[Sn](CCCC)(CCCC)CCCC (vinyltributyltin), trans-Benzyl(chloro)-bis(triphenylphosphine)palladium(II), C(C=C)OC(CC(=O)O)C=1N(N=CC1[N+](=O)[O-])C (3-allyloxy-3-(2-methyl-4-nitro-pyrazol-3-yl)propanoic acid), C(C(=O)Cl)(=O)Cl (oxalyl chloride), CN(C)C=O (DMF). Solvent: C(Cl)Cl (DCM). Conditions: time 3 hour. Yields the product C(C=C)OC(CC(C=C)=O)C1=C(C=NN1C)[N+](=O)[O-] (5-(allyloxy)-5-(1-methyl-4-nitro-1H-pyrazol-5-yl)pent-1-en-3-one). The yield is 61.2%. Reaction SMILES: [CH2:1]([O:4][CH:5]([C:10]1[N:11]([CH3:18])[N:12]=[CH:13][C:14]=1[N+:15]([O-:17])=[O:16])[CH2:6][C:7]([OH:9])=O)[CH:2]=[CH2:3].[C:19](Cl)(=O)[C:20](Cl)=O.CN(C=O)C.C([Sn](CCCC)(CCCC)CCCC)=C>C(Cl)Cl>[CH2:1]([O:4][CH:5]([C:10]1[N:11]([CH3:18])[N:12]=[CH:13][C:14]=1[N+:15]([O-:17])=[O:16])[CH2:6][C:7](=[O:9])[CH:19]=[CH2:20])[CH:2]=[CH2:3]. Procedure details: To a solution of 3-allyloxy-3-(2-methyl-4-nitro-pyrazol-3-yl)propanoic acid (4.33 g, 17 mmol) in DCM (48 mL) at 0° C. under nitrogen was added oxalyl chloride (4.37 mL, 51 mmol) followed by the cautious addition of DMF (0.05 mL) to initiate the acylation. The reaction mixture was stirred at room temperature for 3 hr and concentrated under reduced pressure. The residue was dissolved in DME (28 mL), vinyltributyltin (2.48 mL, 8.50 mmol) added and the mixture degassed with nitrogen for 30 min. tran... Starting materials: CCOC(C)=O, Cl, CC(C)(C)OC(=O)N1CCN(c2nc(-c3cccc(C(F)(F)F)c3)cs2)CC1. The product is FC(F)(F)c1cccc(-c2csc(N3CCNCC3)n2)c1. Reaction SMILES: [CH3:30][CH2:31][O:32][C:33](=[O:34])[CH3:35].[ClH:1].[F:2][C:3]([c:4]1[cH:5][c:6](-[c:10]2[n:11][c:12]([N:15]3[CH2:16][CH2:17][N:18]([C:21]([O:22][C:23]([CH3:24])([CH3:25])[CH3:26])=[O:27])[CH2:19][CH2:20]3)[s:13][cH:14]2)[cH:7][cH:8][cH:9]1)([F:28])[F:29]>>[F:2][C:3]([c:4]1[cH:5][c:6](-[c:10]2[n:11][c:12]([N:15]3[CH2:16][CH2:17][NH:18][CH2:19][CH2:20]3)[s:13][cH:14]2)[cH:7][cH:8][cH:9]1)([F:28])[F:29]. Reactants: COC1=C(C=CC(=C1)C)O (2-methoxy-4-methylphenol), C(C)(C)(C)OC(=O)N1CCN(CC1)C=1C(=NC=CN1)OCCO (2-[3-(4-tert-butoxycarbonyl-1-piperazinyl)-2-pyrazinyloxy]ethanol). The product is N1(CCNCC1)C=1C(=NC=CN1)OCCOC1=C(C=C(C=C1)C)OC (2-(2-Methoxy-4-methylphenoxy)ethyl 3-(1-piperazinyl)-2-pyrazinyl ether), yellow solid. Yield: 67.0%. As a reaction SMILES: [CH3:1][O:2][C:3]1[CH:8]=[C:7]([CH3:9])[CH:6]=[CH:5][C:4]=1[OH:10].C(OC([N:18]1[CH2:23][CH2:22][N:21]([C:24]2[C:25]([O:30][CH2:31][CH2:32]O)=[N:26][CH:27]=[CH:28][N:29]=2)[CH2:20][CH2:19]1)=O)(C)(C)C>>[N:21]1([C:24]2[C:25]([O:30][CH2:31][CH2:32][O:10][C:4]3[CH:5]=[CH:6][C:7]([CH3:9])=[CH:8][C:3]=3[O:2][CH3:1])=[N:26][CH:27]=[CH:28][N:29]=2)[CH2:22][CH2:23][NH:18][CH2:19][CH2:20]1. Reported procedure: The title compound was prepared starting from 2-methoxy-4-methylphenol (162 mg, 1.25 mmol) and 2-[3-(4-tert-butoxycarbonyl-1-piperazinyl)-2-pyrazinyloxy]ethanol (1.00 mmol, prepared in Example 52, Step 2) to give 233 mg (67%) of a yellow solid. HRMS m/z calcd for C18H24N4O3 (M)+ 344.1848, found 344.1839. The reactants are NCC1CCOC2=CC(=CC=C12)OC (4-(Aminomethyl)-7-methoxy chroman), C(C)OC=O (ethylformate), C(C)(=O)OC(C)=O (acetic anhydride). The product is C(C)NCC1CCOC2=CC(=CC=C12)OC (4-((N-Ethylamino)methyl)-7-methoxy chroman). As a reaction SMILES: [NH2:1][CH2:2][CH:3]1[C:12]2[C:7](=[CH:8][C:9]([O:13][CH3:14])=[CH:10][CH:11]=2)[O:6][CH2:5][CH2:4]1.[CH2:15](OC=O)[CH3:16].C(OC(=O)C)(=O)C>>[CH2:15]([NH:1][CH2:2][CH:3]1[C:12]2[C:7](=[CH:8][C:9]([O:13][CH3:14])=[CH:10][CH:11]=2)[O:6][CH2:5][CH2:4]1)[CH3:16]. Procedure details: The product from Example 2 was reacted as described in Example 3 replacing ethylformate with acetic anhydride, giving the desired product, (M+H)+ 222. 1H NMR(CDCl3): 1.15 (t,3H); 2.05 (m,2H); 2.6-2.0 (m,4H); 3.75 (s,3H); 4.2 (m,1H), 6.3-7.1 (m,3H). Reactants: O=S1(=O)Nc2ccccc2N1c1ccccc1Cl, C1CCOC1, CC(C)(C)OC(=O)N1CCN(CCO)CC1, c1ccc(P(c2ccccc2)c2ccccc2)cc1. The product is CC(C)(C)OC(=O)N1CCN(CCN2c3ccccc3N(c3ccccc3Cl)S2(=O)=O)CC1. RXN SMILES: [Cl:1][c:2]1[c:3]([N:8]2[S:9](=[O:17])(=[O:18])[NH:10][c:11]3[c:12]2[cH:13][cH:14][cH:15][cH:16]3)[cH:4][cH:5][cH:6][cH:7]1.[O:54]1[CH2:55][CH2:56][CH2:57][CH2:58]1.[OH:38][CH2:39][CH2:40][N:41]1[CH2:42][CH2:43][N:44]([C:47](=[O:48])[O:49][C:50]([CH3:51])([CH3:52])[CH3:53])[CH2:45][CH2:46]1.[c:19]1([P:20]([c:21]2[cH:22][cH:23][cH:24][cH:25][cH:26]2)[c:27]2[cH:28][cH:29][cH:30][cH:31][cH:32]2)[cH:33][cH:34][cH:35][cH:36][cH:37]1>>[Cl:1][c:2]1[c:3]([N:8]2[S:9](=[O:17])(=[O:18])[N:10]([CH2:39][CH2:40][N:41]3[CH2:42][CH2:43][N:44]([C:47](=[O:48])[O:49][C:50]([CH3:51])([CH3:52])[CH3:53])[CH2:45][CH2:46]3)[c:11]3[c:12]2[cH:13][cH:14][cH:15][cH:16]3)[cH:4][cH:5][cH:6][cH:7]1.